This data is from the Open Reaction Database (ORD), a public repository of structured organic reaction records. The task is: describe an organic reaction: reactants, conditions, products, and yield Starting materials: COc1ccccc1Br, C1CCOC1, [Li]CCCC, CON(C)C(=O)c1ccc(Cl)nc1. Yields the product COc1ccccc1C(=O)c1ccc(Cl)nc1. As a reaction SMILES: [Br:1][c:2]1[c:3]([O:8][CH3:9])[cH:4][cH:5][cH:6][cH:7]1.[CH2:28]1[O:29][CH2:30][CH2:31][CH2:32]1.[CH3:10][CH2:11][CH2:12][CH2:13][Li:14].[Cl:15][c:16]1[n:17][cH:18][c:19]([C:20](=[O:21])[N:22]([O:23][CH3:24])[CH3:25])[cH:26][cH:27]1>>[c:2]1([C:20]([c:19]2[cH:18][n:17][c:16]([Cl:15])[cH:27][cH:26]2)=[O:21])[c:3]([O:8][CH3:9])[cH:4][cH:5][cH:6][cH:7]1.